From a dataset of the Open Reaction Database (ORD), a public repository of structured organic reaction records. describe an organic reaction: reactants, conditions, products, and yield Reported procedure: The mixture consisting of 8.5 g of ammonium acetate, 7.5 g of 10% palladium on charcoal, 0.05 mole (15 g) of 5-methylamino-3-amino-2,4-dimethoxychlorobenzene hydrochloride in 14 ml of water containing 90 ml of ethanol and 15.2 g of triethylenediamine, was heated to 70° C. with stirring, and then 6.44 g of formic acid were added dropwise. Heating was maintained for 1 hour after completion of the addition. The catalyst was removed by filtration. The solids content obtained by evaporation of the fi... Reaction SMILES: C([O-])(=O)C.[NH4+].Cl.[CH3:7][NH:8][C:9]1[C:10]([O:19][CH3:20])=[C:11]([NH2:18])[C:12]([O:16][CH3:17])=[C:13]([Cl:15])[CH:14]=1.C1N2CCN(CC2)C1.Cl>[Pd].O.C(OCC)(=O)C.C(O)C.C(O)=O>[ClH:15].[CH3:7][NH:8][C:9]1[CH:14]=[CH:13][C:12]([O:16][CH3:17])=[C:11]([NH2:18])[C:10]=1[O:19][CH3:20] |f:0.1,2.3,11.12|. Solvent: C(C)O (ethanol), C(C)O (ethanol), C(C)(=O)OCC (ethyl acetate), C(=O)O (formic acid), C(C)(=O)OCC (ethyl acetate), O (water). Yields the product Cl.CNC1=C(C(=C(C=C1)OC)N)OC (4-methylamino-2-amino-1,3-dimethoxybenzene hydrochloride). The reactants are C(C)(=O)[O-].[NH4+] (ammonium acetate), Cl (hydrochloric acid), Cl.CNC=1C(=C(C(=C(C1)Cl)OC)N)OC (5-methylamino-3-amino-2,4-dimethoxychlorobenzene hydrochloride), C1CN2CCN1CC2 (triethylenediamine). Conditions: temperature 70 celsius. Reagents/catalysts: [Pd] (palladium on charcoal). Reported procedure: To a stirred solution of 1-{[(1R)-1-cyclopropyl-2,2,2-trifluoroethyl]amino}-7-(4,4,5,5-tetramethyl-1,3,2-dioxaborolan-2-yl)-5H-pyrido[4,3-b]indole-4-carboxamide (0.17 g, 0.35 mmol) in THF (0.88 mL) and water (0.88 mL) were added chloramine T trihydrate (0.11 g, 0.39 mmol) and sodium iodide (0.079 g, 0.53 mmol). The reaction mixture was left to stir at room temperature for 2 h, diluted with EtOAc, and washed with water and brine. The organic layer was dried (sodium sulfate), concentrated, and pur... The reactants are C1(CC1)[C@H](C(F)(F)F)NC1=NC=C(C=2NC=3C=C(C=CC3C21)B2OC(C(O2)(C)C)(C)C)C(=O)N (1-{[(1R)-1-cyclopropyl-2,2,2-trifluoroethyl]amino}-7-(4,4,5,5-tetramethyl-1,3,2-dioxaborolan-2-yl)-5H-pyrido[4,3-b]indole-4-carboxamide), CC1=CC=C(C=C1)S(=O)(=O)[N-]Cl.O.O.O.[Na+] (chloramine T trihydrate), [I-].[Na+] (sodium iodide). Reaction conditions: time 2 hour. Reaction SMILES: [CH:1]1([C@@H:4]([NH:9][C:10]2[C:22]3[C:21]4[CH:20]=[CH:19][C:18](B5OC(C)(C)C(C)(C)O5)=[CH:17][C:16]=4[NH:15][C:14]=3[C:13]([C:32]([NH2:34])=[O:33])=[CH:12][N:11]=2)[C:5]([F:8])([F:7])[F:6])[CH2:3][CH2:2]1.CC1C=CC(S([N-]Cl)(=O)=O)=CC=1.O.O.O.[Na+].[I-:51].[Na+]>C1COCC1.O.CCOC(C)=O>[CH:1]1([C@@H:4]([NH:9][C:10]2[C:22]3[C:21]4[CH:20]=[CH:19][C:18]([I:51])=[CH:17][C:16]=4[NH:15][C:14]=3[C:13]([C:32]([NH2:34])=[O:33])=[CH:12][N:11]=2)[C:5]([F:8])([F:7])[F:6])[CH2:3][CH2:2]1 |f:1.2.3.4.5,6.7|. Product: C1(CC1)[C@H](C(F)(F)F)NC1=NC=C(C=2NC=3C=C(C=CC3C21)I)C(=O)N (1-{[(1R)-1-Cyclopropyl-2,2,2-trifluoroethyl]amino}-7-iodo-5H-pyrido[4,3-b]indole-4-carboxamide). The solvent is C1CCOC1 (THF), O (water), CCOC(=O)C (EtOAc). The reactants are O, COC(=O)c1cc(O)c(C(=O)OC)s1, O=[N+]([O-])O, O=S(=O)(O)O. Product: COC(=O)c1sc(C(=O)OC)c([N+](=O)[O-])c1O. Reaction SMILES: [OH2:24].[OH:1][c:2]1[cH:3][c:4]([C:11](=[O:12])[O:13][CH3:14])[s:5][c:6]1[C:7](=[O:8])[O:9][CH3:10].[OH:20][N+:21]([O-:22])=[O:23].[S:15](=[O:16])(=[O:17])([OH:18])[OH:19]>>[OH:1][c:2]1[c:3]([N+:21](=[O:20])[O-:22])[c:4]([C:11](=[O:12])[O:13][CH3:14])[s:5][c:6]1[C:7](=[O:8])[O:9][CH3:10]. Starting materials: COC(=O)c1ccc(-c2ncccc2S(=O)(=O)N(C(=O)OCC(C)C)c2ncc(C)nc2OC)cc1, C[O-], CO, [Na+]. Yields the product COC(=O)c1ccc(-c2ncccc2S(=O)(=O)Nc2ncc(C)nc2OC)cc1. RXN SMILES: [CH2:1]([O:2][C:3](=[O:4])[N:8]([S:9](=[O:10])(=[O:11])[c:12]1[c:13](-[c:18]2[cH:19][cH:20][c:21]([C:24](=[O:25])[O:26][CH3:27])[cH:22][cH:23]2)[n:14][cH:15][cH:16][cH:17]1)[c:28]1[n:29][cH:30][c:31]([CH3:36])[n:32][c:33]1[O:34][CH3:35])[CH:5]([CH3:6])[CH3:7].[CH3:37][O-:38].[CH3:40][OH:41].[Na+:39]>>[NH:8]([S:9](=[O:10])(=[O:11])[c:12]1[c:13](-[c:18]2[cH:19][cH:20][c:21]([C:24](=[O:25])[O:26][CH3:27])[cH:22][cH:23]2)[n:14][cH:15][cH:16][cH:17]1)[c:28]1[n:29][cH:30][c:31]([CH3:36])[n:32][c:33]1[O:34][CH3:35]. Reactants: CC1=NC(=C(C(=O)O)C=C1)OCCC (methylpropyloxynicotinic acid), C[C@@H](CCCCCC)O (1(S)-methylheptanol), alcohol. The product is C[C@@H](CCCCCC)OC1=NC=C(C(=O)O)C=C1 (6-(1(S)methylheptyloxy)nicotinic acid). As a reaction SMILES: C[C:2]1[CH:10]=[CH:9][C:5]([C:6]([OH:8])=[O:7])=[C:4](OCCC)[N:3]=1.[CH3:15][C@H:16]([OH:23])[CH2:17][CH2:18][CH2:19][CH2:20][CH2:21][CH3:22]>>[CH3:15][C@H:16]([O:23][C:2]1[CH:10]=[CH:9][C:5]([C:6]([OH:8])=[O:7])=[CH:4][N:3]=1)[CH2:17][CH2:18][CH2:19][CH2:20][CH2:21][CH3:22]. Procedure details: The same procedure followed for the methylpropyloxynicotinic acid was used employing 1(S)-methylheptanol as the starting alcohol. A quantitative yield of 6-(1(S)methylheptyloxy)nicotinic acid (2, where R2 is 1(S)-methylheptyl was obtained as a brownish solid. The material was used without further purification. Starting materials: F[B-](F)(F)F, CC(C)(C)OC(=O)N1CCC2(CCC(C(=O)O)CC2)CC1, CCN(C(C)C)C(C)C, CN1CCNCC1, C1CCOC1, O, On1nnc2ccccc21, CN(C)C(On1nnc2ccccc21)=[N+](C)C. Yields the product CN1CCN(C(=O)C2CCC3(CC2)CCN(C(=O)OC(C)(C)C)CC3)CC1. Reaction SMILES: [B-:1]([F:2])([F:3])([F:4])[F:5].[C:34]([CH3:35])([CH3:36])([CH3:37])[O:38][C:39](=[O:40])[N:41]1[CH2:42][CH2:43][C:44]2([CH2:45][CH2:46]1)[CH2:47][CH2:48][CH:49]([C:52](=[O:53])[OH:54])[CH2:50][CH2:51]2.[CH2:62]([N:63]([CH:64]([CH3:65])[CH3:66])[CH:67]([CH3:68])[CH3:69])[CH3:70].[CH3:55][N:56]1[CH2:57][CH2:58][NH:59][CH2:60][CH2:61]1.[O:71]1[CH2:72][CH2:73][CH2:74][CH2:75]1.[OH2:23].[OH:24][n:25]1[c:26]2[cH:27][cH:28][cH:29][cH:30][c:31]2[n:32][n:33]1.[n:6]1([O:7][C:8]([N:9]([CH3:10])[CH3:11])=[N+:12]([CH3:13])[CH3:14])[c:15]2[cH:16][cH:17][cH:18][cH:19][c:20]2[n:21][n:22]1>>[C:34]([CH3:35])([CH3:36])([CH3:37])[O:38][C:39](=[O:40])[N:41]1[CH2:42][CH2:43][C:44]2([CH2:45][CH2:46]1)[CH2:47][CH2:48][CH:49]([C:52](=[O:54])[N:59]1[CH2:58][CH2:57][N:56]([CH3:55])[CH2:61][CH2:60]1)[CH2:50][CH2:51]2.